This data is from the Open Reaction Database (ORD), a public repository of structured organic reaction records. The task is: describe an organic reaction: reactants, conditions, products, and yield Reactants: CC12C(C(CCC1O2)(C)C)=CC(C=C)=O (1-(2,6,6-Trimethyl-2,3-epoxy-1-cyclohexylidene)-buten-2-one), epoxide, CCOCC (ether). Run in [Cl-].[Na+].O (brine), C[O-].[Na+] (sodium methoxide). Conditions: time 0.5 hour. Yields the product CC1=C(C(CCC1O)(C)C)C=CC(C)=O (1-(2,6,6,-trimethyl-3-hydroxy-1-cyclohexen-1-yl)-3-oxo-1-butene). RXN SMILES: [CH3:1][C:2]12[O:8][CH:7]1[CH2:6][CH2:5][C:4]([CH3:10])([CH3:9])[C:3]2=[CH:11][C:12](=O)[CH:13]=[CH2:14].CC[O:18]CC>C[O-].[Na+].[Cl-].[Na+].O>[CH3:1][C:2]1[CH:7]([OH:8])[CH2:6][CH2:5][C:4]([CH3:10])([CH3:9])[C:3]=1[CH:11]=[CH:12][C:13](=[O:18])[CH3:14] |f:2.3,4.5.6|. Reported procedure: Retro-ionone (1.9 g) was added to a solution of m-chloroperbenzoic acid (2.2 g) dissolved in dichloromethane. This resulted in an exothermic reaction (~40°). After cooling, the mixture was washed with an aqueous sodium carbonate solution dried over MgSO4 and taken to dryness to yield the epoxide, the 1-(2,6,6-Trimethyl-2,3-epoxy-1-cyclohexylidene)-buten-2-one. This epoxide (~2 g) was dissolved in a solution of methanolic sodium methoxide (1.4 Molar; 20 ml) and left at RT for 1/2 hour (instant co... The reactants are [Cl-], Cl, [Cu], O=N[O-], Cc1cnc(CCCCN)c(N)c1, [Na+]. Yields the product Cc1cnc(CCCCN)c(Cl)c1. RXN SMILES: [Cl-:18].[ClH:19].[Cu:20].[N:14]([O-:15])=[O:16].[NH2:1][c:2]1[c:3]([CH2:9][CH2:10][CH2:11][CH2:12][NH2:13])[n:4][cH:5][c:6]([CH3:8])[cH:7]1.[Na+:17]>>[c:2]1([Cl:18])[c:3]([CH2:9][CH2:10][CH2:11][CH2:12][NH2:13])[n:4][cH:5][c:6]([CH3:8])[cH:7]1. Starting materials: [BH3-]C#N, CO, CC=O, Cl, CCOC(=O)C=Cc1ccc(N)cc1, [Na+]. The product is CCNc1ccc(C=CC(=O)OCC)cc1. RXN SMILES: [C:15]([BH3-:16])#[N:17].[CH3:23][OH:24].[CH:20]([CH3:21])=[O:22].[ClH:19].[NH2:1][c:2]1[cH:3][cH:4][c:5]([CH:6]=[CH:7][C:8](=[O:9])[O:10][CH2:11][CH3:12])[cH:13][cH:14]1.[Na+:18]>>[NH:1]([c:2]1[cH:3][cH:4][c:5]([CH:6]=[CH:7][C:8](=[O:9])[O:10][CH2:11][CH3:12])[cH:13][cH:14]1)[CH2:20][CH3:21]. The yield is 100.0%. Yields the product Cl.C(#N)C1=CC=C(C=N1)N1N=C(C(=CC1=O)OC1CCNCC1)C#N (1-(6-cyanopyridin-3-yl)-6-oxo-4-(piperidin-4-yloxy)-1,6-dihydropyridazine-3-carbonitrile HCl salt). Reaction SMILES: [C:1]([C:3]1[C:8]([O:9][CH:10]2[CH2:15][CH2:14][N:13](C(OC(C)(C)C)=O)[CH2:12][CH2:11]2)=[CH:7][C:6](=[O:23])[N:5]([C:24]2[CH:25]=[N:26][C:27]([C:30]#[N:31])=[CH:28][CH:29]=2)[N:4]=1)#[N:2].[ClH:32].O1CCOCC1.CCOCC>C(Cl)Cl>[ClH:32].[C:30]([C:27]1[N:26]=[CH:25][C:24]([N:5]2[C:6](=[O:23])[CH:7]=[C:8]([O:9][CH:10]3[CH2:15][CH2:14][NH:13][CH2:12][CH2:11]3)[C:3]([C:1]#[N:2])=[N:4]2)=[CH:29][CH:28]=1)#[N:31] |f:5.6|. The solvent is C(Cl)Cl (DCM). The reactants are C(#N)C1=NN(C(C=C1OC1CCN(CC1)C(=O)OC(C)(C)C)=O)C=1C=NC(=CC1)C#N (tert-butyl 4-(3-cyano-1-(6-cyanopyridin-3-yl)-6-oxo-1,6-dihydropyridazin-4-yloxy)piperidine-1-carboxylate), Cl (HCl), O1CCOCC1 (dioxane), CCOCC (Et2O). Reported procedure: To a stirring solution of tert-butyl 4-(3-cyano-1-(6-cyanopyridin-3-yl)-6-oxo-1,6-dihydropyridazin-4-yloxy)piperidine-1-carboxylate (22 mg, 0.050 mmol) in DCM (3 mL) at room temperature under argon was added 4 M HCl in dioxane (0.375 mL, 1.5 mmol). The reaction mixture was stirred at room temperature overnight. Et2O (10 mL) was added to the reaction mixture. The solid product was collected by filtration and further washed with ether (2 mL×2). After drying under vacuum for 2 hours, 17.3 mg (100%)... Conditions: time 8 hour. Reactants: COC1=C(C=CC(=C1)C(F)(F)F)B(O)O (2-methoxy-4-(trifluoromethyl)phenylboronic acid), BrC1=C(N=CC2=CC(=CC=C12)S(=O)(=O)N(C=1SC=CN1)CC1=CC=C(C=C1)OC)O (4-bromo-3-hydroxy-N-(4-methoxybenzyl)-N-(thiazol-2-yl)isoquinoline-7-sulfonamide), C([O-])([O-])=O.[Na+].[Na+] (sodium carbonate). The reagents and catalysts are ClCCl.[Pd](Cl)Cl.C1(=CC=CC=C1)P([C-]1C=CC=C1)C1=CC=CC=C1.[C-]1(C=CC=C1)P(C1=CC=CC=C1)C1=CC=CC=C1.[Fe+2] (1,1′-bis(diphenylphosphino)ferrocene-palladium(ii) dichloride dichloromethane). The solvent is O1CCOCC1 (Dioxane). Conditions: time 2 hour. Product: OC=1N=CC2=CC(=CC=C2C1C1=C(C=C(C=C1)C(F)(F)F)OC)S(=O)(=O)NC=1SC=CN1 (3-hydroxy-4-(2-methoxy-4-(trifluoromethyl)phenyl)-N-(thiazol-2-yl)isoquinoline-7-sulfonamide). RXN SMILES: [CH3:1][O:2][C:3]1[CH:8]=[C:7]([C:9]([F:12])([F:11])[F:10])[CH:6]=[CH:5][C:4]=1B(O)O.Br[C:17]1[C:26]2[C:21](=[CH:22][C:23]([S:27]([N:30](CC3C=CC(OC)=CC=3)[C:31]3[S:32][CH:33]=[CH:34][N:35]=3)(=[O:29])=[O:28])=[CH:24][CH:25]=2)[CH:20]=[N:19][C:18]=1[OH:45].C(=O)([O-])[O-].[Na+].[Na+]>O1CCOCC1.ClCCl.[Pd](Cl)Cl.C1(P(C2C=CC=CC=2)[C-]2C=CC=C2)C=CC=CC=1.[C-]1(P(C2C=CC=CC=2)C2C=CC=CC=2)C=CC=C1.[Fe+2]>[OH:45][C:18]1[N:19]=[CH:20][C:21]2[C:26]([C:17]=1[C:4]1[CH:5]=[CH:6][C:7]([C:9]([F:12])([F:11])[F:10])=[CH:8][C:3]=1[O:2][CH3:1])=[CH:25][CH:24]=[C:23]([S:27]([NH:30][C:31]1[S:32][CH:33]=[CH:34][N:35]=1)(=[O:29])=[O:28])[CH:22]=2 |f:2.3.4,6.7.8.9.10|. Procedure details: A solution of 1,1′-bis(diphenylphosphino)ferrocene-palladium(ii) dichloride dichloromethane adduct (28.2 mg, 0.035 mmol), 2-methoxy-4-(trifluoromethyl)phenylboronic acid (76 mg, 0.346 mmol), 4-bromo-3-hydroxy-N-(4-methoxybenzyl)-N-(thiazol-2-yl)isoquinoline-7-sulfonamide (175 mg, 0.346 mmol) and sodium carbonate (2M, 346 μl, 0.691 mmol) in Dioxane was heated to 100° C. in a microwave for 1 h. LC/MS showed mostly product, after cooling to rt, the crude material was purified by reverse-phase prepa... Reactants: BrCc1cc(Br)ccc1OCc1ccccc1, CCNc1ccc(C(=O)OC)cn1, [H-], [Na+], CN(C)C=O. Reaction SMILES: [CH2:16]([c:17]1[cH:18][cH:19][cH:20][cH:21][cH:22]1)[O:23][c:24]1[c:25]([CH2:26][Br:27])[cH:28][c:29]([Br:32])[cH:30][cH:31]1.[CH2:1]([CH3:2])[NH:3][c:4]1[n:5][cH:6][c:7]([C:8](=[O:9])[O:10][CH3:11])[cH:12][cH:13]1.[H-:14].[Na+:15].[O:33]=[CH:34][N:35]([CH3:36])[CH3:37]>>[CH2:1]([CH3:2])[N:3]([c:4]1[n:5][cH:6][c:7]([C:8](=[O:9])[O:10][CH3:11])[cH:12][cH:13]1)[CH2:26][c:25]1[c:24]([O:23][CH2:16][c:17]2[cH:18][cH:19][cH:20][cH:21][cH:22]2)[cH:31][cH:30][c:29]([Br:32])[cH:28]1. The product is CCN(Cc1cc(Br)ccc1OCc1ccccc1)c1ccc(C(=O)OC)cn1. Reactants: [Cl-].[Al+3].[Cl-].[Cl-] (aluminium chloride), BrCCCCCCCC(=O)Cl (8-bromo-n-octanoyl chloride), ClC1=CC=CC=C1 (Chlorobenzene), ice water, C(C)OCC (diethyl ether). Solvent: ClCCl (dichloromethane). Conditions: temperature 25 celsius, time 74 hour. Yields the product BrCCCCCCCC(=O)C1=CC=C(C=C1)Cl (8-bromo-1-(4-chlorophenyl)octan-1-one). Reaction SMILES: [Cl-].[Al+3].[Cl-].[Cl-].[Br:5][CH2:6][CH2:7][CH2:8][CH2:9][CH2:10][CH2:11][CH2:12][C:13](Cl)=[O:14].[Cl:16][C:17]1[CH:22]=[CH:21][CH:20]=[CH:19][CH:18]=1.C(OCC)C>ClCCl>[Br:5][CH2:6][CH2:7][CH2:8][CH2:9][CH2:10][CH2:11][CH2:12][C:13]([C:20]1[CH:21]=[CH:22][C:17]([Cl:16])=[CH:18][CH:19]=1)=[O:14] |f:0.1.2.3|. Procedure details: To a stirring suspension of aluminium chloride (33.6 g) in dry dichloromethane (474 ml) was added 8-bromo-n-octanoyl chloride (67.8 g) over 10 min. Chlorobenzene (123 ml) was then added over 10 min and the mixture allowed to stir at 25° C. for 74 h and stood for 64 h. The mixture was poured into ice/water (540 ml) and diethyl ether (1.3 L). The organic layer was removed and was washed with water (540 ml), saturated sodium hydrogen carbonate (540 ml), water (400 ml) and brine (400 ml) and dried o...